This data is from the Open Reaction Database (ORD), a public repository of structured organic reaction records. The task is: describe an organic reaction: reactants, conditions, products, and yield Reactants: OC1=CC(=CC=2OC(C3C(C21)C=C(CC3)C)(C)C)CCCCC (1-Hydroxy-3-n-pentyl-6,6,9-trimethyl-10a,6a,7,8 -tetrahydrodibenzo[b,d]pyran), C(Cl)Cl (methylene chloride), Cl.N1(CCCCC1)CCCC(=O)O (γ-piperidinobutyric acid hydrochloride), C1(CCCCC1)N=C=NC1CCCCC1 (dicyclohexylcarbodiimide). Run in CO.C(Cl)(Cl)Cl (MeOH CHCl3). Product: Cl.C(CCCC)C=1C=C(C2=C(OC(C3C2C=C(CC3)C)(C)C)C1)OC(CCCN1CCCCC1)=O (3-n-pentyl-1-[4-(piperidino)butyryloxy]-6,6,9-trimethyl-10a,6a,7,8 -tetrahydrodibenzo[b,d]pyran hydrochloride). As a reaction SMILES: [OH:1][C:2]1[C:11]2[CH:10]3[CH:12]=[C:13]([CH3:16])[CH2:14][CH2:15][CH:9]3[C:8]([CH3:18])([CH3:17])[O:7][C:6]=2[CH:5]=[C:4]([CH2:19][CH2:20][CH2:21][CH2:22][CH3:23])[CH:3]=1.Cl.[N:25]1([CH2:31][CH2:32][CH2:33][C:34](O)=[O:35])[CH2:30][CH2:29][CH2:28][CH2:27][CH2:26]1.C1(N=C=NC2CCCCC2)CCCCC1.C(Cl)[Cl:53]>CO.C(Cl)(Cl)Cl>[ClH:53].[CH2:19]([C:4]1[CH:3]=[C:2]([O:1][C:34](=[O:35])[CH2:33][CH2:32][CH2:31][N:25]2[CH2:30][CH2:29][CH2:28][CH2:27][CH2:26]2)[C:11]2[CH:10]3[CH:12]=[C:13]([CH3:16])[CH2:14][CH2:15][CH:9]3[C:8]([CH3:17])([CH3:18])[O:7][C:6]=2[CH:5]=1)[CH2:20][CH2:21][CH2:22][CH3:23] |f:1.2,5.6,7.8|. Reported procedure: 0.46 g. (1.47 mmoles) of 1-Hydroxy-3-n-pentyl-6,6,9-trimethyl-10a,6a,7,8 -tetrahydrodibenzo[b,d]pyran, 0.31 g. (1.47 mmoles) of γ-piperidinobutyric acid hydrochloride and 0.32 g. (1.55 mmoles) of dicyclohexylcarbodiimide were combined in 25 ml. of methylene chloride and stirred at room temperature for 4 hours. The insoluble by-product of dicyclohexylurea was removed by filtration and the methylene chloride was evaporated to give a gummy yellowish residue. The gummy material was triturated severa... Starting materials: [Li]CCCC (n-BuLi), NC(C)O (1-aminoethanol), [NH4+].[Cl-] (NH4Cl), OCN1C(C(=C(C1=O)C1=CN(C2=CC(=CC=C12)[N+](=O)[O-])C)C1=CN(C2=CC=CC=C12)C)=O (1-hydroxymethyl-3-(1-methyl-1H-indol-3-yl)-4-(1-methyl-6-nitro-1H-indol-3-yl)-pyrrole-2,5-dione), [N+](=O)([O-])C1=CC=C(C=C1)OC(OC1=CC=C(C=C1)[N+](=O)[O-])=O (bis(p-nitrophenyl)carbonate). The solvent is C1CCOC1 (THF). Run at temperature 0 celsius, time 20 minute. Product: CN1C=C(C2=CC=CC=C12)C=1C(N(C(C1C1=CN(C2=CC(=CC=C12)[N+](=O)[O-])C)=O)COC(NCCO)=O)=O ((2-hydoxy-ethyl)-carbamic acid 3-(1-methyl-1H-indol-3-yl)-4-(1-methyl-6-nitro-1H-indol-3-yl)-2,5-dioxo-2,5-dihydro-pyrrol-1-ylmethyl ester). The yield is 42.5%. As a reaction SMILES: [Li]CC[CH2:4][CH3:5].[OH:6][CH2:7][N:8]1[C:12](=[O:13])[C:11]([C:14]2[C:22]3[C:17](=[CH:18][C:19]([N+:23]([O-:25])=[O:24])=[CH:20][CH:21]=3)[N:16]([CH3:26])[CH:15]=2)=[C:10]([C:27]2[C:35]3[C:30](=[CH:31][CH:32]=[CH:33][CH:34]=3)[N:29]([CH3:36])[CH:28]=2)[C:9]1=[O:37].[N+](C1C=CC(OC(=O)OC2C=CC([N+]([O-])=O)=CC=2)=CC=1)([O-])=[O:39].[NH2:60][CH:61]([OH:63])C.[NH4+].[Cl-]>C1COCC1>[CH3:36][N:29]1[C:30]2[C:35](=[CH:34][CH:33]=[CH:32][CH:31]=2)[C:27]([C:10]2[C:9](=[O:37])[N:8]([CH2:7][O:6][C:61](=[O:63])[NH:60][CH2:4][CH2:5][OH:39])[C:12](=[O:13])[C:11]=2[C:14]2[C:22]3[C:17](=[CH:18][C:19]([N+:23]([O-:25])=[O:24])=[CH:20][CH:21]=3)[N:16]([CH3:26])[CH:15]=2)=[CH:28]1 |f:4.5|. Procedure details: n-BuLi (0.96 mL, 1.54 mmol, 1.6 M in hexanes) was added drop-wise to a solution of 1-hydroxymethyl-3-(1-methyl-1H-indol-3-yl)-4-(1-methyl-6-nitro-1H-indol-3-yl)-pyrrole-2,5-dione (600 mg, 1.54 mmol), prepared as in example la, in THF (30 mL) at 0° C. After 10 min bis(p-nitrophenyl)carbonate (600 mg, 1.96 mmol) was added. The solution was stirred at 0° C. for 20 min. A solution of 1-aminoethanol (128 mg, 2.10 mmol) was added. The resulting mixture was stirred at 0° C. for 30 min. Aqueous NH4Cl wa... The reactants are [N+](=O)([O-])C1=CC=C(C=C1)N1CC(CC1)N(C)C ([1-(4-nitrophenyl)-pyrrolidin-3-yl] dimethylamine), CI (methyl iodide), C(C)OCC (Diethyl ether). Run in CN(C=O)C (dimethylforamide). Reaction conditions: temperature 60 celsius, time 18 hour. Yields the product [I-].[N+](=O)([O-])C1=CC=C(C=C1)N1CC(CC1)[N+](C)(C)C (1-(4-nitrophenyl)-N,N,N-trimethylpyrrolidin-3-aminium iodide). Yield: 92.0%. As a reaction SMILES: [N+:1]([C:4]1[CH:9]=[CH:8][C:7]([N:10]2[CH2:14][CH2:13][CH:12]([N:15]([CH3:17])[CH3:16])[CH2:11]2)=[CH:6][CH:5]=1)([O-:3])=[O:2].C[I:19].[CH2:20](OCC)C>CN(C)C=O>[I-:19].[N+:1]([C:4]1[CH:9]=[CH:8][C:7]([N:10]2[CH2:14][CH2:13][CH:12]([N+:15]([CH3:20])([CH3:17])[CH3:16])[CH2:11]2)=[CH:6][CH:5]=1)([O-:3])=[O:2] |f:4.5|. Procedure details: To a solution of [1-(4-nitrophenyl)-pyrrolidin-3-yl] dimethylamine (470 mg, 2.0 mmole) in dimethylforamide (2 mL) was added methyl iodide (567 mg., 4.0 mmole). The reaction mixture was stirred at 60° C. for 18 hrs and cooled to room temperature. Diethyl ether was added and the resulting precipitate was filtered and washed with ether three times to give 1-(4-nitrophenyl)-N,N,N-trimethylpyrrolidin-3-aminium iodide (894 mg, 92% yield): 1HNMR (400 MHz, DMSO-d6)δ 2.50 (m, 2H), 3.15 (s, 9H), 3.43 (m, ... The reactants are NCC1=NC(=C2N=CN(C2=N1)[C@@H]1O[C@@H]([C@H]([C@H]1O)O)COC)NCC(C1=CC=CC=C1)C1=CC=CC=C1 ((2R,3R,4S,5R)-2-{2-(aminomethyl)-6-[(2,2-diphenylethyl)amino}-9H-purin-9-yl}-5-(methoxymethyl)tetrahydro-3,4-furandiol), COCC1=C(C=O)C=CC=C1 (2-(methoxymethyl)benzaldehyde), C(C)(=O)O[BH-](OC(C)=O)OC(C)=O.[Na+] (Sodium triacetoxyborohydride). Reagents/catalysts: C(C)(=O)O (acetic acid). The solvent is O1CCCC1 (tetrahydrofuran). Run at time 1 hour. Yields the product C1(=CC=CC=C1)C(CNC1=C2N=CN(C2=NC(=N1)CNCC1=C(C=CC=C1)COC)[C@@H]1O[C@@H]([C@H]([C@H]1O)O)COC)C1=CC=CC=C1 ((2R,3R,4S,5R)-2-[6-[(2,2-Diphenylethyl)amino]-2-({[2-(methoxymethyl)benzyl]amino}methyl)-9H-purin-9-yl]-5-(methoxymethyl)tetrahydro-3,4-furandiol). Yield: 60.6%. Reaction SMILES: [NH2:1][CH2:2][C:3]1[N:11]=[C:10]2[C:6]([N:7]=[CH:8][N:9]2[C@H:12]2[C@H:16]([OH:17])[C@H:15]([OH:18])[C@@H:14]([CH2:19][O:20][CH3:21])[O:13]2)=[C:5]([NH:22][CH2:23][CH:24]([C:31]2[CH:36]=[CH:35][CH:34]=[CH:33][CH:32]=2)[C:25]2[CH:30]=[CH:29][CH:28]=[CH:27][CH:26]=2)[N:4]=1.[CH3:37][O:38][CH2:39][C:40]1[CH:47]=[CH:46][CH:45]=[CH:44][C:41]=1[CH:42]=O.C(O[BH-](OC(=O)C)OC(=O)C)(=O)C.[Na+]>C(O)(=O)C.O1CCCC1>[C:25]1([CH:24]([C:31]2[CH:36]=[CH:35][CH:34]=[CH:33][CH:32]=2)[CH2:23][NH:22][C:5]2[N:4]=[C:3]([CH2:2][NH:1][CH2:42][C:41]3[CH:44]=[CH:45][CH:46]=[CH:47][C:40]=3[CH2:39][O:38][CH3:37])[N:11]=[C:10]3[C:6]=2[N:7]=[CH:8][N:9]3[C@H:12]2[C@H:16]([OH:17])[C@H:15]([OH:18])[C@@H:14]([CH2:19][O:20][CH3:21])[O:13]2)[CH:26]=[CH:27][CH:28]=[CH:29][CH:30]=1 |f:2.3|. Reported procedure: A solution of (2R,3R,4S,5R)-2-{2-(aminomethyl)-6-[(2,2-diphenylethyl)amino}-9H-purin-9-yl}-5-(methoxymethyl)tetrahydro-3,4-furandiol (example 1) (323 mg, 0.66 mmol), 2-(methoxymethyl)benzaldehyde (109 mg, 0.73 mmol) (Tetrahedron 4739, 47, 1991) and 1 drop of acetic acid in tetrahydrofuran (15 ml) was stirred at room temperature for 24 hr. Sodium triacetoxyborohydride (310 mg, 1.45 mmol) was then added and the reaction mixture stirred for 1 hr. At this point the solvent was partially removed unde... Reactants: ClC=1C=C2C(=CNC2=CC1)CCNC(C1=CC=C(C=C1)CCl)=O (N-(2-(5-chloro-1H-indol-3-yl)ethyl)-4-(chloromethyl)benzamide), CN1CCNCC1 (N-methylpiperazine). The solvent is C1CCOC1 (THF). Run at temperature 80 celsius. Product: eluent, ClC=1C=C2C(=CNC2=CC1)CCNC(C1=CC=C(C=C1)CN1CCN(CC1)C)=O (N-(2-(5-Chloro-1H-indol-3-yl)ethyl)-4-((4-methylpiperazin-1-yl)methyl)benzamide). Isolated yield 44.5%. As a reaction SMILES: [Cl:1][C:2]1[CH:3]=[C:4]2[C:8](=[CH:9][CH:10]=1)[NH:7][CH:6]=[C:5]2[CH2:11][CH2:12][NH:13][C:14](=[O:23])[C:15]1[CH:20]=[CH:19][C:18]([CH2:21]Cl)=[CH:17][CH:16]=1.[CH3:24][N:25]1[CH2:30][CH2:29][NH:28][CH2:27][CH2:26]1>C1COCC1>[Cl:1][C:2]1[CH:3]=[C:4]2[C:8](=[CH:9][CH:10]=1)[NH:7][CH:6]=[C:5]2[CH2:11][CH2:12][NH:13][C:14](=[O:23])[C:15]1[CH:20]=[CH:19][C:18]([CH2:21][N:28]2[CH2:29][CH2:30][N:25]([CH3:24])[CH2:26][CH2:27]2)=[CH:17][CH:16]=1. Reported procedure: N-(2-(5-Chloro-1H-indol-3-yl)ethyl)-4-((4-methylpiperazin-1-yl)methyl)benzamide was prepared following Method C starting from N-(2-(5-chloro-1H-indol-3-yl)ethyl)-4-(chloromethyl)benzamide (0.053 g; 0.153 mmol) and N-methylpiperazine (0.0684 mL; 0.610 mmol) in THF (3 mL). The mixture was heated at 80° C. for 5 hours. Flash chromatography on silica gel (eluent 1 to 15% methanol in dichloromethane) furnished 0.028 g (44%) of the title compound as a white solid. Starting materials: BrCCCCCC(=O)Cl (6-bromohexanoyl chloride), Cl (HCl), CNC1=CC=C(C=C1)O (4-methylaminophenol), CN(C1=CC=CC=C1)C (N,N-dimethylaniline). Run in CC(=O)C (acetone), ice, CC(=O)C (acetone). Product: BrCCCCCC(=O)N(C)C1=CC=C(C=C1)O (6-bromo-N-(4-hydroxyphenyl)-N-methylhexanamide). Reaction SMILES: [CH3:1][NH:2][C:3]1[CH:8]=[CH:7][C:6]([OH:9])=[CH:5][CH:4]=1.CN(C)C1C=CC=CC=1.[Br:19][CH2:20][CH2:21][CH2:22][CH2:23][CH2:24][C:25](Cl)=[O:26].Cl>CC(C)=O>[Br:19][CH2:20][CH2:21][CH2:22][CH2:23][CH2:24][C:25]([N:2]([C:3]1[CH:8]=[CH:7][C:6]([OH:9])=[CH:5][CH:4]=1)[CH3:1])=[O:26]. Procedure details: A solution of 69 g (0.56 mol) of 4-methylaminophenol and 73.9 g (0.61 mol) of N,N-dimethylaniline in about 1.5 L of acetone was stirred mechanically under nitrogen in a 3 L flask. A solution of 119.6 g (0.56 mol) of 6-bromohexanoyl chloride in 100 mL of acetone was added as rapidly as the exotherm would allow at about 40° C. The reaction was refluxed for 2 hours on a steam bath, allowed to cool and poured into a solution of about 560 mL of 2N HCl in 2 L of ice. The aqueous solution was extracted...